describe an organic reaction: reactants, conditions, products, and yield From a dataset of the Open Reaction Database (ORD), a public repository of structured organic reaction records. Starting materials: OBO, O=Cc1ccccc1, CN1C(=O)CN=C(Cl)c2cc(-c3ccccc3)ccc21, OB(O)c1ccc(F)cc1. The product is CN1C(=O)CN=C(c2ccc(F)cc2)c2cc(-c3ccccc3)ccc21. Reaction SMILES: [BH:21]([OH:22])[OH:23].[CH:24]([c:25]1[cH:26][cH:27][cH:28][cH:29][cH:30]1)=[O:31].[Cl:1][C:2]1=[N:8][CH2:7][C:6](=[O:9])[N:5]([CH3:10])[c:4]2[c:3]1[cH:14][c:13](-[c:15]1[cH:16][cH:17][cH:18][cH:19][cH:20]1)[cH:12][cH:11]2.[F:32][c:33]1[cH:34][cH:35][c:36]([B:39]([OH:40])[OH:41])[cH:37][cH:38]1>>[C:2]1([c:36]2[cH:35][cH:34][c:33]([F:32])[cH:38][cH:37]2)=[N:8][CH2:7][C:6](=[O:9])[N:5]([CH3:10])[c:4]2[c:3]1[cH:14][c:13](-[c:15]1[cH:16][cH:17][cH:18][cH:19][cH:20]1)[cH:12][cH:11]2. Reactants: Cc1cc(CC(=O)O)on1, COc1ccc(CCC2(C3CCCC3)CC(=O)CC(=O)O2)c(OC)c1, COc1ccc(CCC2(C3CCCC3)CC(=O)CC(=O)O2)cc1, O=C(O)c1ccccc1. The product is COc1ccc(CCC2(C3CCCC3)CC(=O)C(C(=O)c3ccccc3)C(=O)O2)c(OC)c1. As a reaction SMILES: [CH3:10][c:11]1[cH:12][c:13]([CH2:14][C:15]([OH:16])=[O:17])[o:18][n:19]1.[CH:20]1([C:25]2([CH2:33][CH2:34][c:35]3[c:36]([O:43][CH3:44])[cH:37][c:38]([O:41][CH3:42])[cH:39][cH:40]3)[CH2:26][C:27](=[O:32])[CH2:28][C:29](=[O:31])[O:30]2)[CH2:21][CH2:22][CH2:23][CH2:24]1.[CH:45]1([C:46]2([CH2:47][CH2:48][c:49]3[cH:50][cH:51][c:52]([O:53][CH3:54])[cH:55][cH:56]3)[O:57][C:58](=[O:59])[CH2:60][C:61](=[O:62])[CH2:63]2)[CH2:64][CH2:65][CH2:66][CH2:67]1.[OH:1][C:2](=[O:3])[c:4]1[cH:5][cH:6][cH:7][cH:8][cH:9]1>>[C:2](=[O:3])([c:4]1[cH:5][cH:6][cH:7][cH:8][cH:9]1)[CH:28]1[C:27](=[O:32])[CH2:26][C:25]([CH:20]2[CH2:21][CH2:22][CH2:23][CH2:24]2)([CH2:33][CH2:34][c:35]2[c:36]([O:43][CH3:44])[cH:37][c:38]([O:41][CH3:42])[cH:39][cH:40]2)[O:30][C:29]1=[O:31]. Reactants: ClCCCl, ClCCl, Nc1ccn(CCCN2CCC2)n1, O=C(O)c1n[nH]c2c1-c1ncccc1CCC2. Reaction SMILES: [Cl:31][CH2:32][CH2:33][Cl:34].[Cl:35][CH2:36][Cl:37].[N:18]1([CH2:22][CH2:23][CH2:24][n:25]2[n:26][c:27]([NH2:30])[cH:28][cH:29]2)[CH2:19][CH2:20][CH2:21]1.[c:1]1([C:15](=[O:16])[OH:17])[n:2][nH:3][c:4]2[c:10]1-[c:9]1[c:8]([cH:14][cH:13][cH:12][n:11]1)[CH2:7][CH2:6][CH2:5]2>>[c:1]1([C:15](=[O:17])[NH:30][c:27]2[n:26][n:25]([CH2:24][CH2:23][CH2:22][N:18]3[CH2:19][CH2:20][CH2:21]3)[cH:29][cH:28]2)[n:2][nH:3][c:4]2[c:10]1-[c:9]1[c:8]([cH:14][cH:13][cH:12][n:11]1)[CH2:7][CH2:6][CH2:5]2. Product: O=C(Nc1ccn(CCCN2CCC2)n1)c1n[nH]c2c1-c1ncccc1CCC2.